Dataset: the Open Reaction Database (ORD), a public repository of structured organic reaction records. Task: describe an organic reaction: reactants, conditions, products, and yield Reactants: viton, [H][H] (hydrogen), C(C1=CC=CC=C1)OC1=CC=C(C=C1)[Si](C1=CC=C(C=C1)OCC1=CC=CC=C1)(C1=CC=C(C=C1)OCC1=CC=CC=C1)C1=CC=C(C=C1)OCC1=CC=CC=C1 (Tetrakis(4-benzyloxyphenyl)silane). Reagents/catalysts: [Pd] (palladium on carbon). The solvent is C1CCOC1 (THF). Reaction conditions: time 48 hour. Product: OC1=CC=C(C=C1)[Si](C1=CC=C(C=C1)O)(C1=CC=C(C=C1)O)C1=CC=C(C=C1)O (tetrakis(4-hydroxyphenyl)silane). The yield is 91.1%. Reaction SMILES: C([O:8][C:9]1[CH:14]=[CH:13][C:12]([Si:15]([C:44]2[CH:49]=[CH:48][C:47]([O:50]CC3C=CC=CC=3)=[CH:46][CH:45]=2)([C:30]2[CH:35]=[CH:34][C:33]([O:36]CC3C=CC=CC=3)=[CH:32][CH:31]=2)[C:16]2[CH:21]=[CH:20][C:19]([O:22]CC3C=CC=CC=3)=[CH:18][CH:17]=2)=[CH:11][CH:10]=1)C1C=CC=CC=1.[H][H]>[Pd].C1COCC1>[OH:22][C:19]1[CH:18]=[CH:17][C:16]([Si:15]([C:30]2[CH:35]=[CH:34][C:33]([OH:36])=[CH:32][CH:31]=2)([C:12]2[CH:13]=[CH:14][C:9]([OH:8])=[CH:10][CH:11]=2)[C:44]2[CH:45]=[CH:46][C:47]([OH:50])=[CH:48][CH:49]=2)=[CH:21][CH:20]=1. Reported procedure: A THF (200 mL) solution containing tetrakis(4-benzyloxyphenyl)silane 40 (10.00 g, 13.15 mmol) and 10 wt % palladium on carbon (400 mg) (e.g., catalyst), was placed in the 1000 mL pressure safe vessel equipped with viton seals and, in turn, connected to the hydrogenator, as provided above. The vessel was pressurized with hydrogen (35 psi) and the solution was allowed to react with stirring for 48 hr. The catalyst was removed by filtration through celite, and the solvent was removed under reduced ... Isolated yield 77.9%. Product: COC/C=C/C(=O)OC (methyl 4-methoxycrotonate). Reactants: BrC/C=C/C(=O)OC (methyl 4-bromocrotonate), C([O-])([O-])=O.[Ca+2] (calcium carbonate). Procedure: A mixture of 54 g of methyl 4-bromocrotonate and 30.2 g of calcium carbonate in 200 mL of methanol was refluxed for 5 days. The mixture was filtered and the solvent was removed from the filtrate. The residue was dissolved in ether and washed with water containing a trace of hydrochloric acid. The ether solution was dried over magnesium sulfate. The solvent was removed and the residue was distilled to give 30.6 g of methyl 4-methoxycrotonate. This material was stirred in 170 mL of 1N sodium hydro... Run in CO (methanol). Reaction SMILES: Br[CH2:2]/[CH:3]=[CH:4]/[C:5]([O:7][CH3:8])=[O:6].[C:9](=O)([O-])[O-:10].[Ca+2]>CO>[CH3:9][O:10][CH2:2]/[CH:3]=[CH:4]/[C:5]([O:7][CH3:8])=[O:6] |f:1.2|. The reactants are C(C)(=O)[O-].[Na+] (sodium acetate), S1C(=CC=C1)C=O (2-thiophenecarboxaldehyde), C(C)OC(=O)C=1C(=NC=2CCCCC2C1)C (5,6,7,8-tetrahydro-2-methyl-3-quinolinecarboxylic acid ethyl ester). Solvent: C1(=CC=CC=C1)C (toluene), C(C)(=O)OC(C)=O (acetic anhydride). The product is C(C)OC(=O)C=1C(=NC=2C(CCCC2C1)=CC=1SC=CC1)C (5,6,7,8-tetrahydro-2-methyl-8-(2-thienylmethylene)-3-quinoline carboxylic acid ethyl ester). Reaction SMILES: [CH2:1]([O:3][C:4]([C:6]1[C:7]([CH3:16])=[N:8][C:9]2[CH2:10][CH2:11][CH2:12][CH2:13][C:14]=2[CH:15]=1)=[O:5])[CH3:2].C([O-])(=O)C.[Na+].[S:22]1[CH:26]=[CH:25][CH:24]=[C:23]1[CH:27]=O>C(OC(=O)C)(=O)C.C1(C)C=CC=CC=1>[CH2:1]([O:3][C:4]([C:6]1[C:7]([CH3:16])=[N:8][C:9]2[C:10](=[CH:27][C:23]3[S:22][CH:26]=[CH:25][CH:24]=3)[CH2:11][CH2:12][CH2:13][C:14]=2[CH:15]=1)=[O:5])[CH3:2] |f:1.2|. Procedure: A solution of 5,6,7,8-tetrahydro-2-methyl-3-quinolinecarboxylic acid ethyl ester as prepared in Preparation I (3.66 g) in acetic anhydride (10 ml) is treated with sodium acetate (1.37 g) and 2-thiophenecarboxaldehyde (2.24 g). The solution is heated at reflux temperature for 56 hours. The cooled mixture is diluted with toluene, filtered and the filtrate evaporated to a solid residue. The residue is triturated with hexane and filtered to yield a residue of 5,6,7,8-tetrahydro-2-methyl-8-(2-thienyl... The reactants are CCOC(=O)c1ccc2c(c1)CC(C)(C)C(c1cccc(N3CCN(c4ccc(C)cc4C)CC3)c1)N2, CO, Cl, [Li+], C1CCOC1, [OH-], O, O. Yields the product Cc1ccc(N2CCN(c3cccc(C4Nc5ccc(C(=O)O)cc5CC4(C)C)c3)CC2)c(C)c1. As a reaction SMILES: [CH2:1]([CH3:2])[O:3][C:4](=[O:5])[c:6]1[cH:7][c:8]2[c:13]([cH:14][cH:15]1)[NH:12][CH:11]([c:16]1[cH:17][c:18]([N:22]3[CH2:23][CH2:24][N:25]([c:28]4[c:29]([CH3:35])[cH:30][c:31]([CH3:34])[cH:32][cH:33]4)[CH2:26][CH2:27]3)[cH:19][cH:20][cH:21]1)[C:10]([CH3:36])([CH3:37])[CH2:9]2.[CH3:43][OH:44].[ClH:42].[Li+:40].[O:45]1[CH2:46][CH2:47][CH2:48][CH2:49]1.[OH-:39].[OH2:38].[OH2:41]>>[O:3]=[C:4]([OH:5])[c:6]1[cH:7][c:8]2[c:13]([cH:14][cH:15]1)[NH:12][CH:11]([c:16]1[cH:17][c:18]([N:22]3[CH2:23][CH2:24][N:25]([c:28]4[c:29]([CH3:35])[cH:30][c:31]([CH3:34])[cH:32][cH:33]4)[CH2:26][CH2:27]3)[cH:19][cH:20][cH:21]1)[C:10]([CH3:36])([CH3:37])[CH2:9]2. Starting materials: FC(C1=CC2=C(N=C(N2)S)C=C1)(F)F (5-(trifluoromethyl)-2-benzimidazolethiol), Cl.ClCC1=NC=C(C(=C1C)OC)C (2-chloromethyl-4-methoxy-3,5-dimethylpyridine hydrochloride), [OH-].[Na+] (sodium hydroxide). Solvent: alcohol, O (water). The product is COC1=C(C(=NC=C1C)CSC=1NC2=C(N1)C=CC(=C2)C(F)(F)F)C (2-[[(4-methoxy-3,5-dimethyl-2-pyridyl)methyl]thio]-5-(trifluoromethyl)benzimidazole). Reaction SMILES: [F:1][C:2]([F:14])([F:13])[C:3]1[CH:12]=[CH:11][C:6]2[N:7]=[C:8]([SH:10])[NH:9][C:5]=2[CH:4]=1.Cl.Cl[CH2:17][C:18]1[C:23]([CH3:24])=[C:22]([O:25][CH3:26])[C:21]([CH3:27])=[CH:20][N:19]=1.[OH-].[Na+]>O>[CH3:26][O:25][C:22]1[C:21]([CH3:27])=[CH:20][N:19]=[C:18]([CH2:17][S:10][C:8]2[NH:9][C:5]3[CH:4]=[C:3]([C:2]([F:13])([F:1])[F:14])[CH:12]=[CH:11][C:6]=3[N:7]=2)[C:23]=1[CH3:24] |f:1.2,3.4|. Procedure: 21.8 g of 5-(trifluoromethyl)-2-benzimidazolethiol are suspended in 400 ml of alcohol and treated with 22.2 g of 2-chloromethyl-4-methoxy-3,5-dimethylpyridine hydrochloride while cooling with ice. Thereafter, a solution of 8.0 g of sodium hydroxide in 300 ml of water is added dropwise thereto, the mixture is left to boil at reflux overnight and subsequently evaporated to dryness in vacuo. The residue is dissolved in 1.5 l of methylene chloride. The solution is washed firstly with 200 ml of 1.5N ... The reactants are ClCCl, Cl, CC(C)(C)OC(=O)NC(CN=[N+]=[N-])Cc1ccccc1, C1COCCO1. The product is [N-]=[N+]=NCC(N)Cc1ccccc1. As a reaction SMILES: [Cl:28][CH2:29][Cl:30].[ClH:27].[N:1](=[N+:2]=[N-:3])[CH2:4][CH:5]([CH2:6][c:7]1[cH:8][cH:9][cH:10][cH:11][cH:12]1)[NH:13][C:14](=[O:15])[O:16][C:17]([CH3:18])([CH3:19])[CH3:20].[O:21]1[CH2:22][CH2:23][O:24][CH2:25][CH2:26]1>>[N:1](=[N+:2]=[N-:3])[CH2:4][CH:5]([CH2:6][c:7]1[cH:8][cH:9][cH:10][cH:11][cH:12]1)[NH2:13]. The reactants are CC1=C(NC2=CC=CC=C12)N1C=NC=C1 (3-methyl-2-(1-imidazolyl)indole), O1C(CCCC1)OCCCCCCCCBr (1-tetrahydropyranyloxy-8-bromooctane), ice water, [H-].[Na+] (sodium hydride). The solvent is CN(C=O)C (dimethylformamide), CN(C=O)C (dimethylformamide), CN(C=O)C (dimethylformamide). Conditions: time 0.5 hour. The product is OCCCCCCCCN1C(=C(C2=CC=CC=C12)C)N1C=NC=C1 (1-(8-hydroxyoctyl)-2-(1-imidazolyl)-3-methylindole). As a reaction SMILES: [H-].[Na+].[CH3:3][C:4]1[C:12]2[C:7](=[CH:8][CH:9]=[CH:10][CH:11]=2)[NH:6][C:5]=1[N:13]1[CH:17]=[CH:16][N:15]=[CH:14]1.O1CCCCC1[O:24][CH2:25][CH2:26][CH2:27][CH2:28][CH2:29][CH2:30][CH2:31][CH2:32]Br>CN(C)C=O>[OH:24][CH2:25][CH2:26][CH2:27][CH2:28][CH2:29][CH2:30][CH2:31][CH2:32][N:6]1[C:7]2[C:12](=[CH:11][CH:10]=[CH:9][CH:8]=2)[C:4]([CH3:3])=[C:5]1[N:13]1[CH:17]=[CH:16][N:15]=[CH:14]1 |f:0.1|. Procedure details: To a suspension of 3.0 g of 50% sodium hydride in mineral oil in 40 ml of dimethylformamide under nitrogen at 0°-5° is added dropwise over 20 minutes a solution of 10.0 g of 3-methyl-2-(1-imidazolyl)indole in 60 ml of dimethylformamide. The mixture is stirred for 0.5 hour at 0°-5° followed by the dropwise addition of 17.5 g of 1-tetrahydropyranyloxy-8-bromooctane in 50 ml of dimethylformamide. After stirring at 0°-10° for 1 hour and at room temperature for 0.5 hour, the reaction mixture is poure... Reactants: F[B-](F)(F)F, CCO, Cc1cc(C(=O)O)ccc1C(=O)N1CCCC1, CN(C)C=O, CCN(C(C)C)C(C)C, ClCCl, Cl, CC(N)c1nc2cc(Cl)cc(N)c2[nH]1, N, CN(C)C(On1nnc2ccccc21)=[N+](C)C. Yields the product Cc1cc(C(=O)NC(C)c2nc3cc(Cl)cc(N)c3[nH]2)ccc1C(=O)N1CCCC1. As a reaction SMILES: [B-:18]([F:19])([F:20])([F:21])[F:22].[CH2:64]([OH:65])[CH3:66].[CH3:1][c:2]1[cH:3][c:4]([C:5](=[O:6])[OH:7])[cH:8][cH:9][c:10]1[C:11](=[O:12])[N:13]1[CH2:14][CH2:15][CH2:16][CH2:17]1.[CH3:71][N:72]([CH3:73])[CH:74]=[O:75].[CH:40]([N:41]([CH:42]([CH3:43])[CH3:44])[CH2:45][CH3:46])([CH3:47])[CH3:48].[Cl:67][CH2:68][Cl:69].[Cl:70].[NH2:49][c:50]1[cH:51][c:52]([Cl:62])[cH:53][c:54]2[c:55]1[nH:56][c:57]([CH:59]([CH3:60])[NH2:61])[n:58]2.[NH3:63].[n:23]1([O:24][C:25]([N:26]([CH3:27])[CH3:28])=[N+:29]([CH3:30])[CH3:31])[c:32]2[cH:33][cH:34][cH:35][cH:36][c:37]2[n:38][n:39]1>>[CH3:1][c:2]1[cH:3][c:4]([C:5](=[O:7])[NH:61][CH:59]([c:57]2[nH:56][c:55]3[c:50]([NH2:49])[cH:51][c:52]([Cl:62])[cH:53][c:54]3[n:58]2)[CH3:60])[cH:8][cH:9][c:10]1[C:11](=[O:12])[N:13]1[CH2:14][CH2:15][CH2:16][CH2:17]1. Starting materials: Cl.COC=1C=C2CCN=CC2=CC1OC (3,4-dihydro-6,7-dimethoxyisoquinoline hydrochloride), Cl.C1=NCCC2=CC=CC=C12 (3,4-dihydroisoquinoline hydrochloride), CC(=O)C1=CCCC1 (1-cyclopenten-1-yl methyl ketone). The solvent is CC(=O)C (methyl ketone). Product: COC1=CC2=C(C3CC(C4C(N3CC2)CCCC4)=O)C=C1OC (2,3,4,4a,6,7,11b,12,13,13a-decahydro-9,10-dimethoxy-1H-dibenzo[a,f]quinolizin-13-one). As a reaction SMILES: Cl.[CH3:2][O:3][C:4]1[CH:5]=[C:6]2[C:11](=[CH:12][C:13]=1[O:14][CH3:15])[CH:10]=[N:9][CH2:8][CH2:7]2.Cl.C1[C:26]2[C:21](=[CH:22][CH:23]=[CH:24][CH:25]=2)[CH2:20][CH2:19]N=1.CC(C1CCCC=1)=[O:29]>CC(C)=O>[CH3:2][O:3][C:4]1[C:13]([O:14][CH3:15])=[CH:12][C:11]2[CH:10]3[N:9]([CH2:8][CH2:7][C:6]=2[CH:5]=1)[CH:22]1[CH2:23][CH2:24][CH2:25][CH2:26][CH:21]1[C:20](=[O:29])[CH2:19]3 |f:0.1,2.3|. Procedure details: When in Example 32 appropriate amounts of 3,4-dihydro-6,7-dimethoxyisoquinoline hydrochloride and 1-chylohexen-1-yl methyl ketone respectively are substituted for 3,4-dihydroisoquinoline hydrochloride and 1-cyclopenten-1-yl methyl ketone, 2,3,4,4a,6,7,11b,12,13,13a-decahydro-9,10-dimethoxy-1H-dibenzo[a,f]quinolizin-13-one is obtained M.P. 129°-141° C. The reactants are CC(=O)[O-], CC(=O)[O-], COC(C)(C)C1C(=O)NC1CC(=O)C(=[N+]=[N-])C(=O)OCc1ccc([N+](=O)[O-])cc1, [Rh+2], c1ccccc1. The product is COC(C)(C)C1C(=O)N2C(C(=O)OCc3ccc([N+](=O)[O-])cc3)C(=O)CC12. Reaction SMILES: [C:36]([O-:37])(=[O:38])[CH3:39].[C:41]([O-:42])(=[O:43])[CH3:44].[N+:1](=[N-:2])=[C:3]([C:4](=[O:5])[O:6][CH2:7][c:8]1[cH:9][cH:10][c:11]([N+:14](=[O:15])[O-:16])[cH:12][cH:13]1)[C:17]([CH2:18][CH:19]1[NH:20][C:21](=[O:28])[CH:22]1[C:23]([CH3:24])([CH3:25])[O:26][CH3:27])=[O:29].[Rh+2:40].[cH:30]1[cH:31][cH:32][cH:33][cH:34][cH:35]1>>[CH:3]1([C:4](=[O:5])[O:6][CH2:7][c:8]2[cH:9][cH:10][c:11]([N+:14](=[O:15])[O-:16])[cH:12][cH:13]2)[C:17](=[O:29])[CH2:18][CH:19]2[N:20]1[C:21](=[O:28])[CH:22]2[C:23]([CH3:24])([CH3:25])[O:26][CH3:27].